Dataset: the Open Reaction Database (ORD), a public repository of structured organic reaction records. Task: describe an organic reaction: reactants, conditions, products, and yield Reactants: FC(C(=O)O)(F)F.COC(CC1=CC2=CC=C(C=C2C(=C1C)C1CCNCC1)F)=O ((6-fluoro-3-methyl-4-piperidin-4-yl-naphthalen-2-yl)-acetic acid methyl ester trifluoroacetate salt), C(C)(C)N(C(C)C)CC (N,N-diisopropylethylamine), ClC=1C=C(C=CC1)CS(=O)(=O)Cl ((3-chloro-phenyl)-methanesulfonyl chloride). The solvent is O (water), C(Cl)Cl (methylene chloride). Run at temperature 0 celsius, time 10 minute. The product is COC(CC1=CC2=CC=C(C=C2C(=C1C)C1CCN(CC1)S(=O)(=O)CC1=CC(=CC=C1)Cl)F)=O ({4-[1-(3-chloro-phenylmethanesulfonyl)-piperidin-4-yl]-6-fluoro-3-methyl-naphthalen-2-yl}-acetic acid methyl ester). The yield is 43.9%. As a reaction SMILES: FC(F)(F)C(O)=O.[CH3:8][O:9][C:10](=[O:30])[CH2:11][C:12]1[C:21]([CH3:22])=[C:20]([CH:23]2[CH2:28][CH2:27][NH:26][CH2:25][CH2:24]2)[C:19]2[C:14](=[CH:15][CH:16]=[C:17]([F:29])[CH:18]=2)[CH:13]=1.C(N(CC)C(C)C)(C)C.[Cl:40][C:41]1[CH:42]=[C:43]([CH2:47][S:48](Cl)(=[O:50])=[O:49])[CH:44]=[CH:45][CH:46]=1>C(Cl)Cl.O>[CH3:8][O:9][C:10](=[O:30])[CH2:11][C:12]1[C:21]([CH3:22])=[C:20]([CH:23]2[CH2:24][CH2:25][N:26]([S:48]([CH2:47][C:43]3[CH:44]=[CH:45][CH:46]=[C:41]([Cl:40])[CH:42]=3)(=[O:49])=[O:50])[CH2:27][CH2:28]2)[C:19]2[C:14](=[CH:15][CH:16]=[C:17]([F:29])[CH:18]=2)[CH:13]=1 |f:0.1|. Procedure details: To a 0° C. solution of (6-fluoro-3-methyl-4-piperidin-4-yl-naphthalen-2-yl)-acetic acid methyl ester trifluoroacetate salt (which may be prepared as described above; 102 mg, 0.237 mmol) and N,N-diisopropylethylamine (124 μL, 0.711 mmol) in methylene chloride (6.0 mL) was added (3-chloro-phenyl)-methanesulfonyl chloride (106.7 mg, 0.474 mmol). The reaction mixture was stirred at 0° C. for 10 minutes, then it was warmed to room temperature and stirred at room temperature overnight. The reaction mi...